The task is: describe an organic reaction: reactants, conditions, products, and yield. This data is from the Open Reaction Database (ORD), a public repository of structured organic reaction records. Reactants: C(C)OC(=O)NN(C#N)C(C)C (2-isopropyl-2-cyanohydrazinecarboxylic acid ethyl ester), CS (methyl mercaptan). Solvent: O (water). Conditions: temperature 120 celsius, time 24 hour. Product: C(C)(C)N1N=C(N=C1SC)O (1-isopropyl-5-methylthio-3-hydroxy-1,2,4-triazole). Yield: 52.7%. As a reaction SMILES: C([O:3][C:4]([NH:6][N:7]([CH:10]([CH3:12])[CH3:11])[C:8]#[N:9])=O)C.[CH3:13][SH:14]>O>[CH:10]([N:7]1[C:8]([S:14][CH3:13])=[N:9][C:4]([OH:3])=[N:6]1)([CH3:12])[CH3:11]. Procedure details: 1370 g of 2-isopropyl-2-cyanohydrazinecarboxylic acid ethyl ester is placed into an autoclave, and 423 g of methyl mercaptan is injected. The temperature is held for 24 hours at 40° C. The resulting crystal mass is afterwards transferred to a 2.5 liter sulphonating flask, and heated in an oil bath for 2 1/2 hours at 120° C. There is then added to the reaction mixture cooled to 90° C 1.2 liters of water, whereupon the the reaction product precipitates in crystalline form. Crude 1-isopropyl-5-meth...